Dataset: the Open Reaction Database (ORD), a public repository of structured organic reaction records. Task: describe an organic reaction: reactants, conditions, products, and yield Run at time 3 hour. Procedure: A stirred solution of 1,2,4-triazole (0.15 g) in dry N,N-dimethylformamide (10 ml) was treated, under nitrogen, with sodium hydride (0.075 g, 60% in oil) and 15-Crown-5 (0.02 g). After ten minutes, the stirred mixture was treated with diethyl 3-bromo-3(1-trityl-1,2,4-triazol-3-yl)propane phosphonate (1.0 g, prepared as described in Example 29). After a further three hours, it was poured into water and extracted with ethyl acetate. The extracts were washed with brine, dried over magnesium sulphat... Run in CN(C=O)C (N,N-dimethylformamide), O (water). As a reaction SMILES: [NH:1]1[CH:5]=[N:4][CH:3]=[N:2]1.[H-].[Na+].C1OCCOCCOCCOCCOC1.[PH:23](=[O:26])([OH:25])[OH:24].[CH2:27]([C:29]([CH2:57][CH3:58])([CH:31](Br)[C:32]1[N:36]=[CH:35][N:34]([C:37]([C:50]2[CH:55]=[CH:54][CH:53]=[CH:52][CH:51]=2)([C:44]2[CH:49]=[CH:48][CH:47]=[CH:46][CH:45]=2)[C:38]2[CH:43]=[CH:42][CH:41]=[CH:40][CH:39]=2)[N:33]=1)[CH3:30])[CH3:28]>CN(C)C=O.O>[PH:23](=[O:24])([OH:26])[OH:25].[CH2:27]([C:29]([CH2:57][CH3:58])([CH:31]([N:1]1[CH:5]=[N:4][CH:3]=[N:2]1)[C:32]1[N:36]=[CH:35][N:34]([C:37]([C:50]2[CH:55]=[CH:54][CH:53]=[CH:52][CH:51]=2)([C:44]2[CH:49]=[CH:48][CH:47]=[CH:46][CH:45]=2)[C:38]2[CH:43]=[CH:42][CH:41]=[CH:40][CH:39]=2)[N:33]=1)[CH3:30])[CH3:28] |f:1.2,4.5,8.9|. The yield is 39.8%. The product is P(O)(O)=O.C(C)C(C)(C(C1=NN(C=N1)C(C1=CC=CC=C1)(C1=CC=CC=C1)C1=CC=CC=C1)N1N=CN=C1)CC (diethyl 3(1,2,4-triazol-1-yl)-3(1-trityl-1,2,4-triazol-3-yl)propane phosphonate). The reactants are N1N=CN=C1 (1,2,4-triazole), [H-].[Na+] (sodium hydride), C1COCCOCCOCCOCCO1 (15-Crown-5), P(O)(O)=O.C(C)C(C)(C(C1=NN(C=N1)C(C1=CC=CC=C1)(C1=CC=CC=C1)C1=CC=CC=C1)Br)CC (diethyl 3-bromo-3(1-trityl-1,2,4-triazol-3-yl)propane phosphonate). The product is COc1ccc(C(=O)O)cc1OC(=O)c1ccccc1. RXN SMILES: [C:7]([c:8]1[cH:9][cH:10][cH:11][cH:12][cH:13]1)(=[O:14])[O:15][c:16]1[c:17]([O:24][CH3:25])[cH:18][cH:19][c:20]([CH:22]=[O:23])[cH:21]1.[CH3:26][C:27](=[O:28])[CH3:29].[K+:6].[Mn:1](=[O:2])([O-:3])(=[O:4])=[O:5]>>[OH:2][C:22]([c:20]1[cH:19][cH:18][c:17]([O:24][CH3:25])[c:16]([O:15][C:7]([c:8]2[cH:9][cH:10][cH:11][cH:12][cH:13]2)=[O:14])[cH:21]1)=[O:23]. Starting materials: COc1ccc(C=O)cc1OC(=O)c1ccccc1, CC(C)=O, [K+], O=[Mn](=O)(=O)[O-]. The reactants are Cc1ccccc1, ClP(Cl)(Cl)(Cl)Cl, O=C1Nc2ccccc2Oc2cscc21. Product: ClC1=Nc2ccccc2Oc2cscc21. As a reaction SMILES: [CH3:22][c:23]1[cH:24][cH:25][cH:26][cH:27][cH:28]1.[Cl:16][P:17]([Cl:18])([Cl:19])([Cl:20])[Cl:21].[cH:1]1[s:2][cH:3][c:4]2[c:10]1[C:9](=[O:11])[NH:8][c:7]1[c:6]([cH:15][cH:14][cH:13][cH:12]1)[O:5]2>>[cH:1]1[s:2][cH:3][c:4]2[c:10]1[C:9]([Cl:16])=[N:8][c:7]1[c:6]([cH:15][cH:14][cH:13][cH:12]1)[O:5]2. The reactants are ClC1=CC=C(C=C1)C1=C(N(C2=CC=C(C=C12)OC(C(=O)O)(C)C)C)C (2-[3-(4-chlorophenyl)-1,2-dimethyl-1H-indole-5-yloxy]-2-methyl-propanoic acid), C(CC)NCCC (dipropylamine). Product: C(CC)N(C(C(C)(C)OC=1C=C2C(=C(N(C2=CC1)C)C)C1=CC=C(C=C1)Cl)=O)CCC (2-[3-(4-Chlorophenyl)-1,2-dimethyl-1H-indole-5-yloxy]-2-methyl-propanoic acid dipropylamide). As a reaction SMILES: [Cl:1][C:2]1[CH:7]=[CH:6][C:5]([C:8]2[C:16]3[C:11](=[CH:12][CH:13]=[C:14]([O:17][C:18]([CH3:23])([CH3:22])[C:19]([OH:21])=O)[CH:15]=3)[N:10]([CH3:24])[C:9]=2[CH3:25])=[CH:4][CH:3]=1.[CH2:26]([NH:29][CH2:30][CH2:31][CH3:32])[CH2:27][CH3:28]>>[CH2:26]([N:29]([CH2:30][CH2:31][CH3:32])[C:19](=[O:21])[C:18]([O:17][C:14]1[CH:15]=[C:16]2[C:11](=[CH:12][CH:13]=1)[N:10]([CH3:24])[C:9]([CH3:25])=[C:8]2[C:5]1[CH:4]=[CH:3][C:2]([Cl:1])=[CH:7][CH:6]=1)([CH3:22])[CH3:23])[CH2:27][CH3:28]. Reported procedure: The compound was prepared from 2-[3-(4-chlorophenyl)-1,2-dimethyl-1H-indole-5-yloxy]-2-methyl-propanoic acid and dipropylamine using a procedure analogous to that of Example 130.